From a dataset of the Open Reaction Database (ORD), a public repository of structured organic reaction records. describe an organic reaction: reactants, conditions, products, and yield The reactants are O (water), C(C)C1(C(=C2C(O1)=C(C=CC2(C(=O)[O-])C)OC)C)C(=O)[O-] (2-ethyl-4-methyl-7-methoxy-3-methylbenzo[b]furan-2,4-dicarboxylate), sodium p-thiocresolate, CN(P(N(C)C)(N(C)C)=O)C (hexamethylphosphoric acid triamide), C1(=CC=CC=C1)C (toluene). The product is C(C)OC(=O)C1=C(C2=C(O1)C(=CC=C2C(=O)O)O)C (2-ethoxycarbonyl-7-hydroxy-3-methylbenzo[b]furan-4-carboxylic acid). RXN SMILES: C([C:3]1([C:19]([O-:21])=[O:20])[O:7][C:6]2=[C:8]([O:16]C)[CH:9]=[CH:10][C:11](C)([C:12]([O-:14])=[O:13])[C:5]2=[C:4]1[CH3:18])C.CN(C)P(=O)(N(C)C)N(C)C.O.[C:34]1(C)C=CC=C[CH:35]=1>>[CH2:34]([O:21][C:19]([C:3]1[O:7][C:6]2[C:8]([OH:16])=[CH:9][CH:10]=[C:11]([C:12]([OH:14])=[O:13])[C:5]=2[C:4]=1[CH3:18])=[O:20])[CH3:35]. Reported procedure: The solution of 2-ethyl-4-methyl-7-methoxy-3-methylbenzo[b]furan-2,4-dicarboxylate (from step 5 of example 1) (13.0 g), sodium p-thiocresolate (20.26 g, 1.5 equiv.) and hexamethylphosphoric acid triamide (24.80 g, 1.5 equiv.) was heated in dry toluene at reflux temperature under nitrogen for 2-6 h. The reaction mixture was cooled to room temperature, water was added and aqueous layer was washed with dichloromethane. Aqueous layer was acidified at 10-15° C. with concentrated hydrochloric acid. Th... The reactants are BrC1=CC(=C(C=C1)C(=O)N1CCN(CC1)C1=NC=C(C=C1C)C)S(=O)(=O)C ((4-bromo-2-methanesulfonylphenyl)[4-(3,5-dimethylpyridin-2-yl)piperazin-1-yl]methanone), C(C)[C@H]1NS(CC1)(=O)=O ((R)-3-ethylisothiazolidine 1,1-dioxide). Yields the product CC=1C(=NC=C(C1)C)N1CCN(CC1)C(=O)C1=C(C=C(C=C1)N1S(CC[C@H]1CC)(=O)=O)S(=O)(=O)C ((R)-[4-(3,5-dimethylpyridin-2-yl)piperazin-1-yl][4-(3-ethyl-1,1-dioxo-1λ6-isothiazolidin-2-yl)-2-methanesulfonylphenyl]methanone). The yield is 25.4%. As a reaction SMILES: Br[C:2]1[CH:7]=[CH:6][C:5]([C:8]([N:10]2[CH2:15][CH2:14][N:13]([C:16]3[C:21]([CH3:22])=[CH:20][C:19]([CH3:23])=[CH:18][N:17]=3)[CH2:12][CH2:11]2)=[O:9])=[C:4]([S:24]([CH3:27])(=[O:26])=[O:25])[CH:3]=1.[CH2:28]([C@@H:30]1[CH2:34][CH2:33][S:32](=[O:36])(=[O:35])[NH:31]1)[CH3:29]>>[CH3:22][C:21]1[C:16]([N:13]2[CH2:14][CH2:15][N:10]([C:8]([C:5]3[CH:6]=[CH:7][C:2]([N:31]4[C@H:30]([CH2:28][CH3:29])[CH2:34][CH2:33][S:32]4(=[O:36])=[O:35])=[CH:3][C:4]=3[S:24]([CH3:27])(=[O:26])=[O:25])=[O:9])[CH2:11][CH2:12]2)=[N:17][CH:18]=[C:19]([CH3:23])[CH:20]=1. Procedure: Using (4-bromo-2-methanesulfonylphenyl)[4-(3,5-dimethylpyridin-2-yl)piperazin-1-yl]methanone (664 mg) described in Preparation Example 112 and (R)-3-ethylisothiazolidine 1,1-dioxide (238 mg) described in Preparation Example 3 and by the reaction and treatment in the same manner as in Example 1, the title compound (194 mg) was obtained. Procedure details: In yet another embodiment of the present invention, the purified bromo compound (formula (III)) is alkylated with 1,2,4-triazole in a suitable solvent using a suitable base in the presence of a phase transfer catalyst such as tetrabutyl ammonium bromide to obtain anastrozole, which is further purified using column chromatography, followed by precipitation/crystallization using ethyl acetate and diisopropyl ether to obtain pure anastrozole in high yield. Reactants: C(#N)C(C)(C)C=1C=C(CBr)C=C(C1)C(C)(C)C#N (3,5-bis(2-cyanoprop-2-yl)benzylbromide), N1N=CN=C1 (1,2,4-triazole). The reagents and catalysts are [Br-].C(CCC)[N+](CCCC)(CCCC)CCCC (tetrabutyl ammonium bromide). As a reaction SMILES: [C:1]([C:3]([C:6]1[CH:7]=[C:8]([CH:11]=[C:12]([C:14]([C:17]#[N:18])([CH3:16])[CH3:15])[CH:13]=1)[CH2:9]Br)([CH3:5])[CH3:4])#[N:2].[NH:19]1[CH:23]=[N:22][CH:21]=[N:20]1>[Br-].C([N+](CCCC)(CCCC)CCCC)CCC>[CH3:4][C:3]([C:6]1[CH:7]=[C:8]([CH2:9][N:19]2[N:20]=[CH:21][N:22]=[CH:23]2)[CH:11]=[C:12]([C:14]([C:17]#[N:18])([CH3:16])[CH3:15])[CH:13]=1)([C:1]#[N:2])[CH3:5] |f:2.3|. Product: CC(C)(C#N)C=1C=C(C=C(C1)C(C)(C)C#N)CN2C=NC=N2 (anastrozole). The reactants are 5,3-chloroaniline, COC1=C2N=CC=NC2=C(C=C1)OC (5,8-dimethoxyquinoxaline), [Cl-].[Ce+3].[Cl-].[Cl-] (cerium chloride). The product is ClC=1C=C(NC=2C(C=3N=CC=NC3C(C2)=O)=O)C=CC1 (6-(3-chloroanilino)-5,8-quinoxalinedione). Reaction SMILES: C[O:2][C:3]1[CH:12]=[CH:11][C:10]([O:13]C)=[C:9]2[C:4]=1[N:5]=[CH:6][CH:7]=[N:8]2.[Cl-:15].[Ce+3].[Cl-].[Cl-]>>[Cl:15][C:12]1[CH:3]=[C:4]([CH:9]=[CH:10][CH:11]=1)[NH:5][C:12]1[C:3](=[O:2])[C:4]2[N:5]=[CH:6][CH:7]=[N:8][C:9]=2[C:10](=[O:13])[CH:11]=1 |f:1.2.3.4|. Procedure details: Following the procedure of Example 5,3-chloroaniline was reacted with the aqueous solution of 5,8-dimethoxyquinoxaline in the presence of cerium chloride to give the title compound. Mass spectrum gave M+ of 285 and 287. Reactants: C1(=CC=CC=C1)P(C1=CC=CC=C1)C1=CC=CC=C1 (triphenylphosphine), FC=1C=CC(=C(C1)B(O)O)OC (5-fluoro-2-methoxyphenylboronic acid), BrC=1N=C(C=C2C=CC=NC12)N (8-bromo-[1,7]naphthyridin-6-ylamine), C(=O)([O-])[O-].[K+].[K+] (K2CO3). The reagents and catalysts are C=1C=CC(=CC1)/C=C/C(=O)/C=C/C2=CC=CC=C2.C=1C=CC(=CC1)/C=C/C(=O)/C=C/C2=CC=CC=C2.[Pd] (bis(dibenzylideneacetone)palladium). The solvent is C1(=CC=CC=C1)C (toluene), CN(C)C=O (DMF), C(C)(=O)OCC (ethyl acetate). Run at temperature 100 celsius, time 3.5 hour. The product is FC=1C=CC(=C(C1)C=1N=C(C=C2C=CC=NC12)N)OC (8-(5-Fluoro-2-methoxy-phenyl)-[1,7]naphthyridin-6-ylamine). As a reaction SMILES: Br[C:2]1[N:3]=[C:4]([NH2:12])[CH:5]=[C:6]2[C:11]=1[N:10]=[CH:9][CH:8]=[CH:7]2.C([O-])([O-])=O.[K+].[K+].C1(P(C2C=CC=CC=2)C2C=CC=CC=2)C=CC=CC=1.[F:38][C:39]1[CH:40]=[CH:41][C:42]([O:48][CH3:49])=[C:43](B(O)O)[CH:44]=1>C1(C)C=CC=CC=1.C(OCC)(=O)C.C1C=CC(/C=C/C(/C=C/C2C=CC=CC=2)=O)=CC=1.C1C=CC(/C=C/C(/C=C/C2C=CC=CC=2)=O)=CC=1.[Pd].CN(C=O)C>[F:38][C:39]1[CH:44]=[CH:43][C:42]([O:48][CH3:49])=[C:41]([C:2]2[N:3]=[C:4]([NH2:12])[CH:5]=[C:6]3[C:11]=2[N:10]=[CH:9][CH:8]=[CH:7]3)[CH:40]=1 |f:1.2.3,8.9.10|. Reported procedure: To a stirred solution of 8-bromo-[1,7]naphthyridin-6-ylamine (1.70 g) in a mixture of toluene (7 ml), DMF (11 ml) and aqueous K2CO3 (2.31 g in 5 ml water) is added bis(dibenzylideneacetone)palladium (174 mg), triphenylphosphine (158 mg) and 5-fluoro-2-methoxyphenylboronic acid (1.38 g). The mixture is stirred for 3.5 hours at 100° C., then diluted with ethyl acetate and filtered through Celite. The ethyl acetate solution is washed with 2N NaOH and water, dried over magnesium sulphate, then conce... Reactants: CO, COC(=O)C1COCC(OC)C1, [Li+], [OH-]. Yields the product COC1COCC(C(=O)O)C1. Reaction SMILES: [CH3:15][OH:16].[CH3:1][O:2][CH:3]1[CH2:4][CH:5]([C:9](=[O:10])[O:11][CH3:12])[CH2:6][O:7][CH2:8]1.[Li+:14].[OH-:13]>>[CH3:1][O:2][CH:3]1[CH2:4][CH:5]([C:9](=[O:10])[OH:11])[CH2:6][O:7][CH2:8]1. Reactants: C(C(C)C)N1P2N(CCN(CC1)CCN2CC(C)C)CC(C)C (2,8,9-triisobutyl-2,5,8,9-tetraaza-1-phospha-bicyclo[3.3.3]undecane), CC(C)([O-])C.[Na+] (sodium tert-butoxide), ClC1=C2C(=NC=C1)SC(=N2)CCC (7-Chloro-2-propyl-thiazolo[5,4-b]pyridine), NC1=C(C=CC(=C1)C)SC1=CC=C(C=C1)O (4-(2-Amino-4-methyl-phenylsulfanyl)-phenol), C(C(C)C)N1P2N(CCN(CC1)CCN2CC(C)C)CC(C)C (2,8,9-triisobutyl-2,5,8,9-tetraaza-1-phospha-bicyclo[3.3.3]undecane). The reagents and catalysts are C=1C=CC(=CC1)/C=C/C(=O)/C=C/C2=CC=CC=C2.C=1C=CC(=CC1)/C=C/C(=O)/C=C/C2=CC=CC=C2.C=1C=CC(=CC1)/C=C/C(=O)/C=C/C2=CC=CC=C2.[Pd].[Pd] (tris(dibenzylideneacetone)-dipalladium), C=1C=CC(=CC1)/C=C/C(=O)/C=C/C2=CC=CC=C2.C=1C=CC(=CC1)/C=C/C(=O)/C=C/C2=CC=CC=C2.C=1C=CC(=CC1)/C=C/C(=O)/C=C/C2=CC=CC=C2.[Pd].[Pd] (tris(dibenzylideneacetone)dipalladium). The solvent is C1(=CC=CC=C1)C (toluene). The product is CC1=CC(=C(C=C1)SC1=CC=C(C=C1)O)NC1=C2C(=NC=C1)SC(=N2)CCC (4-(4-methyl-2-(2-propylthiazolo[5,4-b]pyridin-7-ylamino)phenylthio)phenol). Isolated yield 8.3%. RXN SMILES: C(N1CCN2CCN(CC(C)C)P1N(CC(C)C)CC2)C(C)C.CC(C)([O-])C.[Na+].Cl[C:31]1[CH:36]=[CH:35][N:34]=[C:33]2[S:37][C:38]([CH2:40][CH2:41][CH3:42])=[N:39][C:32]=12.[NH2:43][C:44]1[CH:49]=[C:48]([CH3:50])[CH:47]=[CH:46][C:45]=1[S:51][C:52]1[CH:57]=[CH:56][C:55]([OH:58])=[CH:54][CH:53]=1>C1(C)C=CC=CC=1.C1C=CC(/C=C/C(/C=C/C2C=CC=CC=2)=O)=CC=1.C1C=CC(/C=C/C(/C=C/C2C=CC=CC=2)=O)=CC=1.C1C=CC(/C=C/C(/C=C/C2C=CC=CC=2)=O)=CC=1.[Pd].[Pd]>[CH3:50][C:48]1[CH:47]=[CH:46][C:45]([S:51][C:52]2[CH:57]=[CH:56][C:55]([OH:58])=[CH:54][CH:53]=2)=[C:44]([NH:43][C:31]2[CH:36]=[CH:35][N:34]=[C:33]3[S:37][C:38]([CH2:40][CH2:41][CH3:42])=[N:39][C:32]=23)[CH:49]=1 |f:1.2,6.7.8.9.10|. Reported procedure: A dry nitrogen-purged flask was charged with 2,8,9-triisobutyl-2,5,8,9-tetraaza-1-phospha-bicyclo[3.3.3]undecane (40.4 mg, 0.118 mmol), tris(dibenzylideneacetone)-dipalladium (27 mg, 0.0295 mmol), and sodium tert-butoxide (87.7 mg, 0.885 mmol). A solution of the product of Example 5G (125.5 mg, 0.590 mmol) in anhydrous toluene (5 mL) was added via syringe, followed by the product from Example 6c (136 mg, 0.590 mmol). The reaction was heated at reflux in a preheated 110° oil bath for 14 hours, co... The reactants are O (water), C1=CC(=CC=C1O)S(=O)(=O)O (phenolsulfonic acid). Reported procedure: Polish patent No. 99,682 (CA 91, 107,806) has disclosed that anhydrous phenolsulfonic acid can be obtained from phenol and sulfuric acid if the water of reaction, formed during the reaction, is removed from the reaction medium. This is effected by sulfonating phenol with H2SO4 and dripping the sulfonation mixture through a column with a heating jacket, in which a counter-current gas stream of an inert organic solvent, for example C7H16, azeotropically removes the water of reaction. The disadvant... Yields the product C1(=CC=CC=C1)O (phenol), S(O)(O)(=O)=O (sulfuric acid). RXN SMILES: [CH:1]1[C:6]([OH:7])=[CH:5][CH:4]=[C:3]([S:8]([OH:11])(=[O:10])=[O:9])[CH:2]=1.[OH2:12]>>[C:6]1([OH:7])[CH:1]=[CH:2][CH:3]=[CH:4][CH:5]=1.[S:8](=[O:9])(=[O:12])([OH:10])[OH:11]. Procedure: 0.35 mol diphosgene is added dropwise over 1 hour to a mixture of 0.28 mol of the methyl ester of asparagine and 0.4 g activated charcoal in 400 mL dioxane under N2. The reaction mixture is then heated and stirred at reflux for 21/2 hours. The reaction mixture is then cooled, filtered, and concentrated to dryness by rotary evaporator, keeping exposure to moisture to a minimum. The crude product is re-dissolved in 100 mL THF, and the pH of the solution is adjusted to 5.5-6.0 by addition of pyridi... Reactants: O=C(OC(Cl)(Cl)Cl)Cl (diphosgene), methyl ester, N[C@@H](CC(N)=O)C(=O)O (asparagine), C (charcoal). The product is [N-]=C=O.COC([C@@H](N)CC(N)=O)=O (asparagine methyl ester isocyanate). The solvent is O1CCOCC1 (dioxane). As a reaction SMILES: [O:1]=[C:2](Cl)[O:3][C:4](Cl)(Cl)Cl.[NH2:9][C@H:10](C(O)=O)[CH2:11][C:12](=[O:14])[NH2:13].C>O1CCOCC1>[N-:13]=[C:12]=[O:14].[CH3:4][O:3][C:2](=[O:1])[C@H:10]([CH2:11][C:12](=[O:14])[NH2:13])[NH2:9] |f:4.5|. Starting materials: O (water), B(Br)(Br)Br (boron tribromide), FC1=C(C=O)C(=CC=C1)OC (2-fluoro-6-methoxybenzaldehyde). Run in ClCCl (dichloromethane), ClCCl (dichloromethane). Yields the product FC1=C(C=O)C(=CC=C1)O (2-fluoro-6-hydroxybenzaldehyde). The yield is 47.2%. RXN SMILES: B(Br)(Br)Br.[F:5][C:6]1[CH:13]=[CH:12][CH:11]=[C:10]([O:14]C)[C:7]=1[CH:8]=[O:9].O>ClCCl>[F:5][C:6]1[CH:13]=[CH:12][CH:11]=[C:10]([OH:14])[C:7]=1[CH:8]=[O:9]. Procedure: A solution of boron tribromide in dichloromethane (1M; 20.15 ml) was added dropwise to a stirring solution of 2-fluoro-6-methoxybenzaldehyde (4.66 g, prepared as described above) in dichloromethane (40 ml) at -78° C. The mixture was allowed to warm to ambient temperature then water (150 ml) was added and the mixture extracted with dichloromethane (3×100 ml). The combined extracts were washed with water (100 ml) then brine (100 ml) and the solvent evaporated. Distillation of the residue at reduce...